This data is from the Open Reaction Database (ORD), a public repository of structured organic reaction records. The task is: describe an organic reaction: reactants, conditions, products, and yield Reactants: CC#N, O=C1CCC(=O)N1Br, C[Si](C)(C)CCOCN(COCC[Si](C)(C)C)c1cc(N2CCOCC2)nc2c(-c3cnc4ccccc4c3)cnn12. Yields the product C[Si](C)(C)CCOCN(COCC[Si](C)(C)C)c1c(Br)c(N2CCOCC2)nc2c(-c3cnc4ccccc4c3)cnn12. RXN SMILES: [CH3:51][C:52]#[N:53].[O:1]=[C:2]1[N:3]([Br:8])[C:4](=[O:5])[CH2:6][CH2:7]1.[O:9]1[CH2:10][CH2:11][N:12]([c:15]2[n:16][c:17]3[n:18]([c:19]([N:21]([CH2:22][O:23][CH2:24][CH2:25][Si:26]([CH3:27])([CH3:28])[CH3:29])[CH2:30][O:31][CH2:32][CH2:33][Si:34]([CH3:35])([CH3:36])[CH3:37])[cH:20]2)[n:38][cH:39][c:40]3-[c:41]2[cH:42][n:43][c:44]3[cH:45][cH:46][cH:47][cH:48][c:49]3[cH:50]2)[CH2:13][CH2:14]1>>[Br:8][c:20]1[c:15]([N:12]2[CH2:11][CH2:10][O:9][CH2:14][CH2:13]2)[n:16][c:17]2[n:18]([c:19]1[N:21]([CH2:22][O:23][CH2:24][CH2:25][Si:26]([CH3:27])([CH3:28])[CH3:29])[CH2:30][O:31][CH2:32][CH2:33][Si:34]([CH3:35])([CH3:36])[CH3:37])[n:38][cH:39][c:40]2-[c:41]1[cH:42][n:43][c:44]2[cH:45][cH:46][cH:47][cH:48][c:49]2[cH:50]1. Starting materials: CC(=O)[O-], CC(=O)O, COC(=O)c1cc(C=O)ccc1OC, [NH4+], O=C1CSC(=O)N1, c1ccccc1. The product is COC(=O)c1cc(C=C2SC(=O)NC2=O)ccc1OC. As a reaction SMILES: [CH3:23][C:24](=[O:25])[O-:26].[CH3:27][C:28](=[O:29])[OH:30].[CH:1](=[O:2])[c:3]1[cH:4][cH:5][c:6]([O:13][CH3:14])[c:7]([C:8](=[O:9])[O:10][CH3:11])[cH:12]1.[NH4+:22].[S:15]1[C:16](=[O:21])[NH:17][C:18](=[O:20])[CH2:19]1.[cH:31]1[cH:32][cH:33][cH:34][cH:35][cH:36]1>>[CH:1]([c:3]1[cH:4][cH:5][c:6]([O:13][CH3:14])[c:7]([C:8](=[O:9])[O:10][CH3:11])[cH:12]1)=[C:19]1[S:15][C:16](=[O:21])[NH:17][C:18]1=[O:20]. Starting materials: CCO, Cc1c(C=CCCCC(=O)O)cccc1C(=O)c1ccc(Cl)cc1, [H][H], O=[Pt]. The product is Cc1c(CCCCCC(=O)O)cccc1C(=O)c1ccc(Cl)cc1. As a reaction SMILES: [CH3:27][CH2:28][OH:29].[Cl:1][c:2]1[cH:3][cH:4][c:5]([C:6](=[O:7])[c:8]2[c:9]([CH3:22])[c:10]([CH:14]=[CH:15][CH2:16][CH2:17][CH2:18][C:19](=[O:20])[OH:21])[cH:11][cH:12][cH:13]2)[cH:23][cH:24]1.[H:25][H:26].[Pt:30]=[O:31]>>[Cl:1][c:2]1[cH:3][cH:4][c:5]([C:6](=[O:7])[c:8]2[c:9]([CH3:22])[c:10]([CH2:14][CH2:15][CH2:16][CH2:17][CH2:18][C:19](=[O:20])[OH:21])[cH:11][cH:12][cH:13]2)[cH:23][cH:24]1. The solvent is C1=CC=CC=C1 (benzene). Procedure details: To a solution of (2-chloro-6-(1-ethoxyvinyl)pyrimidin-4-yl)methyl methanesulfonate (0.50 g, 1.71 mmol) in benzene (10 mL), was added 1,3-difluoro-2-propanol (0.246 g, 2.56 mmol). Sodium hydroxide (5M (aq), 0.512 mL, 2.56 mmol) and tetrabutylammonium hydrogen sulfate (0.058 g, 0.17 mmol) were added. The mixture was stirred vigorously at rt over night. The mixture was filtered through a short silica plug with magnesium sulfate. The filter plug was eluted with EtOAc and the solvents were evaporated... Reagents/catalysts: S(=O)(=O)(O)[O-].C(CCC)[N+](CCCC)(CCCC)CCCC (tetrabutylammonium hydrogen sulfate). Reactants: CS(=O)(=O)OCC1=NC(=NC(=C1)C(=C)OCC)Cl ((2-chloro-6-(1-ethoxyvinyl)pyrimidin-4-yl)methyl methanesulfonate), FCC(CF)O (1,3-difluoro-2-propanol), [OH-].[Na+] (Sodium hydroxide). The product is ClC1=NC(=CC(=N1)COC(CF)CF)C(=C)OCC (2-Chloro-4-((1,3-difluoropropan-2-yloxy)methyl)-6-(1-ethoxyvinyl)pyrimidine). Reaction SMILES: CS([O:5][CH2:6][C:7]1[CH:12]=[C:11]([C:13]([O:15][CH2:16][CH3:17])=[CH2:14])[N:10]=[C:9]([Cl:18])[N:8]=1)(=O)=O.[F:19][CH2:20][CH:21](O)[CH2:22][F:23].[OH-].[Na+]>C1C=CC=CC=1.S([O-])(O)(=O)=O.C([N+](CCCC)(CCCC)CCCC)CCC>[Cl:18][C:9]1[N:8]=[C:7]([CH2:6][O:5][CH:21]([CH2:22][F:23])[CH2:20][F:19])[CH:12]=[C:11]([C:13]([O:15][CH2:16][CH3:17])=[CH2:14])[N:10]=1 |f:2.3,5.6|. The yield is 10.8%. The reactants are ClC1=C2C(=NC=C1)C=C(O2)C2=CC1=C(NC(N1)=O)C=C2 (5-(7-chloro-furo[3,2-b]pyridin-2-yl)-1,3-dihydro-benzoimidazol-2-one), O1CCC(CC1)OC1=C(C#N)C=C(C=C1)B1OC(C(O1)(C)C)(C)C (2-(tetrahydro-pyran-4-yloxy)-5-(4,4,5,5-tetramethyl-[1,3,2]dioxaborolan-2-yl)-benzonitrile). The product is N1(CCOCC1)C1=CC=C(C=C1)C1=CC2=NC=CC(=C2O1)C=1C=CC(=C(C#N)C1)OC1CCOCC1 (5-[2-(4-Morpholin-4-yl-phenyl)-furo[3,2-b]pyridin-7-yl]-2-(tetrahydro-pyran-4-yloxy)-benzonitrile). Reaction SMILES: Cl[C:2]1[CH:7]=[CH:6][N:5]=[C:4]2[CH:8]=[C:9]([C:11]3[CH:20]=[CH:19][C:14]4[NH:15][C:16](=O)N[C:13]=4[CH:12]=3)[O:10][C:3]=12.[O:21]1[CH2:26][CH2:25][CH:24]([O:27][C:28]2[CH:35]=[CH:34][C:33](B3OC(C)(C)C(C)(C)O3)=[CH:32][C:29]=2[C:30]#[N:31])[CH2:23][CH2:22]1>>[N:15]1([C:14]2[CH:19]=[CH:20][C:11]([C:9]3[O:10][C:3]4[C:4](=[N:5][CH:6]=[CH:7][C:2]=4[C:33]4[CH:34]=[CH:35][C:28]([O:27][CH:24]5[CH2:23][CH2:22][O:21][CH2:26][CH2:25]5)=[C:29]([CH:32]=4)[C:30]#[N:31])[CH:8]=3)=[CH:12][CH:13]=2)[CH2:8][CH2:9][O:10][CH2:3][CH2:16]1. Procedure details: from 5-(7-chloro-furo[3,2-b]pyridin-2-yl)-1,3-dihydro-benzoimidazol-2-one and 2-(tetrahydro-pyran-4-yloxy)-5-(4,4,5,5-tetramethyl-[1,3,2]dioxaborolan-2-yl)-benzonitrile; HPLC/MS: 1.811 min, [M+H]=453; Procedure: DBU (2 μL, 0.016 mmol) was added to a solution of N-(4-fluorophenyl)-1-(methylsulfonyl)-2-(1H-pyrazol-4-yl)-1H-pyrrolo[3,2-c]pyridin-6-amine (Example 187, 3 mg, 8.08 μmol) in DMF (54 μL). The reaction mixture was stirred for 1 hour at 50° C. and for 1 hour at 100° C. The reaction mixture was diluted with water and the aqueous layer was extracted with EtOAc. The combined organic layers were dried over MgSO4, filtered and concentrated under reduced pressure. The residue was then purified using pre... Yield: 84.4%. Reaction conditions: temperature 100 celsius, time 1 hour. Run in CN(C)C=O (DMF), O (water). Starting materials: C1CCC2=NCCCN2CC1 (DBU), FC1=CC=C(C=C1)NC1=CC2=C(C=N1)C=C(N2S(=O)(=O)C)C=2C=NNC2 (N-(4-fluorophenyl)-1-(methylsulfonyl)-2-(1H-pyrazol-4-yl)-1H-pyrrolo[3,2-c]pyridin-6-amine). Reaction SMILES: C1CCN2C(=NCCC2)CC1.[F:12][C:13]1[CH:18]=[CH:17][C:16]([NH:19][C:20]2[N:25]=[CH:24][C:23]3[CH:26]=[C:27]([C:33]4[CH:34]=[N:35][NH:36][CH:37]=4)[N:28](S(C)(=O)=O)[C:22]=3[CH:21]=2)=[CH:15][CH:14]=1>CN(C=O)C.O>[F:12][C:13]1[CH:14]=[CH:15][C:16]([NH:19][C:20]2[N:25]=[CH:24][C:23]3[CH:26]=[C:27]([C:33]4[CH:37]=[N:36][NH:35][CH:34]=4)[NH:28][C:22]=3[CH:21]=2)=[CH:17][CH:18]=1. Yields the product FC1=CC=C(C=C1)NC1=CC2=C(C=N1)C=C(N2)C=2C=NNC2 (N-(4-fluorophenyl)-2-(1H-pyrazol-4-yl)-1H-pyrrolo[3,2-c]pyridin-6-amine).